From a dataset of the Open Reaction Database (ORD), a public repository of structured organic reaction records. describe an organic reaction: reactants, conditions, products, and yield Isolated yield 50.6%. Yields the product ClC=1C(=CC=2C3=C(NC2C1)C(CC3)(O)C(F)(F)F)Cl (6,7-Dichloro-3-(trifluoromethyl)-1,2,3,4-tetrahydrocyclopenta[b]indol-3-ol). Reactants: ClC=1C(=CC=2C3=C(N(C2C1)S(=O)(=O)C1=CC=C(C)C=C1)C(CC3)(O[Si](C)(C)C)C(F)(F)F)Cl (6,7-Dichloro-4-tosyl-3-(trifluoromethyl)-3-(trimethylsilyloxy)-1,2,3,4-tetrahydrocyclopenta[b]indole), [OH-].[K+] (KOH). Solvent: C1CCOC1 (THF), O (water), O (H2O). Reported procedure: 6,7-Dichloro-4-tosyl-3-(trifluoromethyl)-3-(trimethylsilyloxy)-1,2,3,4-tetrahydrocyclopenta[b]indole (0.2 g, 0.37 mmol) was dissolved in THF (10 mL) and KOH (104 mg, 1.8 mmol), in H2O (10 mL), was added and the resulting mixture was refluxed for 18 h. The reaction mixture was diluted with water (10 mL) and extracted with EtOAc (3×20 mL). The combined organic extracts were dried over Na2SO4 and concentrated in vacuo to give the crude compound which was purified by column chromatography [EtOAc-hex... RXN SMILES: [Cl:1][C:2]1[C:3]([Cl:33])=[CH:4][C:5]2[C:6]3[CH2:23][CH2:22][C:21]([C:29]([F:32])([F:31])[F:30])([O:24][Si](C)(C)C)[C:7]=3[N:8](S(C3C=CC(C)=CC=3)(=O)=O)[C:9]=2[CH:10]=1.[OH-].[K+]>C1COCC1.O>[Cl:1][C:2]1[C:3]([Cl:33])=[CH:4][C:5]2[C:6]3[CH2:23][CH2:22][C:21]([C:29]([F:31])([F:30])[F:32])([OH:24])[C:7]=3[NH:8][C:9]=2[CH:10]=1 |f:1.2|. Starting materials: ClC(C)Cl (dichloroethane), FC=1C=C(C(=O)Cl)C=CC1F (3,4-difluorobenzoyl chloride), O1OOCCC1 (trioxane). Reagents/catalysts: [Cl-].[Cl-].[Cl-].[Cl-].[Zr+4] (zirconium tetrachloride). Run in O (Water). Run at time 30 minute. Yields the product FC=1C=C(C(=O)OCCl)C=CC1F (chloromethyl 3,4-difluorobenzoate). Reaction SMILES: Cl[CH:2]([Cl:4])C.[F:5][C:6]1[CH:7]=[C:8]([CH:12]=[CH:13][C:14]=1[F:15])[C:9](Cl)=[O:10].[O:16]1CCCOO1>[Cl-].[Cl-].[Cl-].[Cl-].[Zr+4].O>[F:5][C:6]1[CH:7]=[C:8]([CH:12]=[CH:13][C:14]=1[F:15])[C:9]([O:16][CH2:2][Cl:4])=[O:10] |f:3.4.5.6.7|. Procedure details: To 10 ml of dichloroethane were added 1.2 g of zirconium tetrachloride and 1 g of 3,4-difluorobenzoyl chloride, and the mixture was stirred at room temperature for 30 minutes. The mixture was cooled to 0° C., 0.19 g of trioxane was added, and the mixture was stirred for 30 minutes, and further stirred at room temperature for 1 hour. Water was added slowly at 0° C., the resultant solution was extracted with chloroform three times, and the organic layers were combined, washed with an aqueous satur... The reactants are O=C1CCC=2C(=CC=CC12)C(=O)O (1-oxo-4-indanecarboxylic acid), C(C)(C)N=C=NC(C)C (1,3-diisopropylcarbodiimide), O.ON1N=NC2=C1C=CC=C2 (1-hydroxybenzotriazole hydrate), NCC(=O)OC(C)(C)C (t-butyl glycinate). The solvent is CN(C=O)C (N,N-dimethylformamide). Run at time 8 hour. The product is O=C1CCC2=C(C=CC=C12)C(=O)NCC(=O)OC(C)(C)C (tert-butyl N-[(1-oxo-2,3-dihydro-1H-inden-4-yl)carbonyl]glycinate). As a reaction SMILES: [O:1]=[C:2]1[C:10]2[CH:9]=[CH:8][CH:7]=[C:6]([C:11]([OH:13])=O)[C:5]=2[CH2:4][CH2:3]1.C(N=C=NC(C)C)(C)C.O.ON1C2C=CC=CC=2N=N1.[NH2:34][CH2:35][C:36]([O:38][C:39]([CH3:42])([CH3:41])[CH3:40])=[O:37]>CN(C)C=O>[O:1]=[C:2]1[C:10]2[C:5](=[C:6]([C:11]([NH:34][CH2:35][C:36]([O:38][C:39]([CH3:42])([CH3:41])[CH3:40])=[O:37])=[O:13])[CH:7]=[CH:8][CH:9]=2)[CH2:4][CH2:3]1 |f:2.3|. Procedure details: To a solution of Example 5 (250 mg, 1.42 mmol) in N,N-dimethylformamide (4 mL) was added 1,3-diisopropylcarbodiimide (0.268 mL, 1.70 mmol), 1-hydroxybenzotriazole hydrate (58 mg, 0.4 mmol), and t-butyl glycinate (223 mg, 1.7 mmol). The mixture was stirred at room temperature overnight, quenched with saturated aqueous sodium bicarbonate, and extracted with ethyl acetate. The combined organic extracts were washed with brine, dried (Na2SO4), filtered, and concentrated under vacuum. The residue was ...